The task is: describe an organic reaction: reactants, conditions, products, and yield. This data is from the Open Reaction Database (ORD), a public repository of structured organic reaction records. The reactants are N1N=CC2=CC(=CC=C12)OC1CN(CCC1)C(=O)OC(C)(C)C (tert-butyl 3-(1H-indazol-5-yloxy)piperidine-1-carboxylate), Cl.O1CCOCC1 (hydrochloric acid dioxane). The solvent is CO (methanol). Run at time 3 hour. The product is N1CC(CCC1)OC=1C=C2C=NNC2=CC1 (5-(piperidin-3-yloxy)-1H-indazole). Yield: 101.2%. RXN SMILES: [NH:1]1[C:9]2[C:4](=[CH:5][C:6]([O:10][CH:11]3[CH2:16][CH2:15][CH2:14][N:13](C(OC(C)(C)C)=O)[CH2:12]3)=[CH:7][CH:8]=2)[CH:3]=[N:2]1.Cl.O1CCOCC1>CO>[NH:13]1[CH2:14][CH2:15][CH2:16][CH:11]([O:10][C:6]2[CH:5]=[C:4]3[C:9](=[CH:8][CH:7]=2)[NH:1][N:2]=[CH:3]3)[CH2:12]1 |f:1.2|. Procedure: To a solution of the tert-butyl 3-(1H-indazol-5-yloxy)piperidine-1-carboxylate (150 mg, 0.473 mmol) obtained in Example 376 in methanol (2 ml) was added a 4N-hydrochloric acid-dioxane solution (1 ml) at room temperature. After 3 hours, the mixture thus obtained was concentrated under reduced pressure, and the resulting residue was dissolved in methanol. The resulting solution was adjusted to pH 8 to 9 with a 2M-aqueous sodium hydroxide solution and concentrated under reduced pressure. The residu... The reactants are CC=1NC2=CC=C(C=C2C1)C (2,5-dimethyl indole), ClC=1OC=CN1 (2-chlorooxazole), CN1CCCC1=O (NMP), O (Water), CCOC(=O)C (EtOAc). The product is O1C(=NC2=C1C=CC=C2)C2=C(N(C1=CC=C(C=C21)C)CC(=O)O)C (3-(2-benzoxazolyl)-2,5-dimethyl-1H-indole-1-acetic acid). As a reaction SMILES: [CH3:1][C:2]1[NH:3][C:4]2[C:9]([CH:10]=1)=[CH:8][C:7]([CH3:11])=[CH:6][CH:5]=2.Cl[C:13]1[O:14][CH:15]=[CH:16][N:17]=1.CN1[C:23](=O)[CH2:22][CH2:21][CH2:20]1.O.CC[O:28][C:29]([CH3:31])=[O:30]>>[O:14]1[C:15]2[CH:23]=[CH:22][CH:21]=[CH:20][C:16]=2[N:17]=[C:13]1[C:10]1[C:9]2[C:4](=[CH:5][CH:6]=[C:7]([CH3:11])[CH:8]=2)[N:3]([CH2:31][C:29]([OH:30])=[O:28])[C:2]=1[CH3:1]. Reported procedure: 2,5-dimethyl indole (0.3 g), 2-chlorooxazole (0.47 g) and NMP (2 ml) were heated in a microwave at 100 watts for 20 min at 160° C. Water and EtOAc were added and separated, the aqueous phase was re-extracted with EtOAc (×4). The combined organic extracts were dried (MgSO4) and concentrated in vacuo. The precipitate was triturated with EtOAc then recrystallised from methanol to give the title compound (0.19 g). Reactants: [BH4-], CCO, COc1ccc2ncc(Cl)c(CCN3CCC(CN)C3)c2n1, ClCCl, [Na+], [Na+], [Na+], [Na+], O=S(=O)([O-])[O-], O=C([O-])O, O=Cc1ccc2c(n1)NC(=O)CS2. Yields the product COc1ccc2ncc(Cl)c(CCN3CCC(CNCc4ccc5c(n4)NC(=O)CS5)C3)c2n1. As a reaction SMILES: [BH4-:48].[CH3:53][CH2:54][OH:55].[Cl:1][c:2]1[cH:3][n:4][c:5]2[cH:6][cH:7][c:8]([O:21][CH3:22])[n:9][c:10]2[c:11]1[CH2:12][CH2:13][N:14]1[CH2:15][CH:16]([CH2:19][NH2:20])[CH2:17][CH2:18]1.[Cl:50][CH2:51][Cl:52].[Na+:36].[Na+:37].[Na+:47].[Na+:49].[O-:38][S:39]([O-:40])(=[O:41])=[O:42].[O-:43][C:44]([OH:45])=[O:46].[O:23]=[C:24]1[NH:25][c:26]2[c:27]([cH:30][cH:31][c:32]([CH:34]=[O:35])[n:33]2)[S:28][CH2:29]1>>[Cl:1][c:2]1[cH:3][n:4][c:5]2[cH:6][cH:7][c:8]([O:21][CH3:22])[n:9][c:10]2[c:11]1[CH2:12][CH2:13][N:14]1[CH2:15][CH:16]([CH2:19][NH:20][CH2:34][c:32]2[cH:31][cH:30][c:27]3[c:26]([n:33]2)[NH:25][C:24](=[O:23])[CH2:29][S:28]3)[CH2:17][CH2:18]1. Reaction SMILES: [CH2:16]1[CH2:17][CH2:18][NH:19][CH2:20]1.[F:1][c:2]1[cH:3][cH:4][c:5](-[c:8]2[c:9]([C:13](=[O:14])[OH:15])[cH:10][n:11][o:12]2)[cH:6][cH:7]1>>[F:1][c:2]1[cH:3][cH:4][c:5](-[c:8]2[c:9]([C:13](=[O:15])[N:19]3[CH2:18][CH2:17][CH2:16][CH2:20]3)[cH:10][n:11][o:12]2)[cH:6][cH:7]1. The reactants are C1CCNC1, O=C(O)c1cnoc1-c1ccc(F)cc1. Product: O=C(c1cnoc1-c1ccc(F)cc1)N1CCCC1. Starting materials: C=C(C)c1ccc(C(F)(F)F)cc1, Cn1ccnc1, Cc1ccccc1, CCOC(=O)C=[N+]=[N-]. The product is CCOC(=O)C1CC1(C)c1ccc(C(F)(F)F)cc1. RXN SMILES: [C:1](=[CH2:2])([CH3:3])[c:4]1[cH:5][cH:6][c:7]([C:10]([F:11])([F:12])[F:13])[cH:8][cH:9]1.[CH3:14][n:15]1[cH:16][n:17][cH:18][cH:19]1.[CH3:28][c:29]1[cH:30][cH:31][cH:32][cH:33][cH:34]1.[N+:20](=[N-:21])=[CH:22][C:23](=[O:24])[O:25][CH2:26][CH3:27]>>[C:1]1([CH3:3])([c:4]2[cH:5][cH:6][c:7]([C:10]([F:11])([F:12])[F:13])[cH:8][cH:9]2)[CH2:2][CH:22]1[C:23](=[O:24])[O:25][CH2:26][CH3:27]. Reactants: Cl (hydrochloric acid), CC1=C(C=C(C=C1)C)C1CC2=C(C(=CO2)C)C(C1)=O (6-(2,5-dimethylphenyl)-3-methyl-4,5,6,7-tetrahydrobenzofuran-4-one), C(=N)(N)NN.Cl (aminoguanidine hydrochloride). Run in C(C)O (ethanol). Run at temperature 90 celsius, time 2 hour. Yields the product Cl.N(C(=N)N)\N=C\1/CC(CC2=C1C(=CO2)C)C2=C(C=CC(=C2)C)C ((E)-4-guanidinoimino-6-(2,5-dimethylphenyl)-3-methyl-4,5,6,7-tetrahydrobenzofuran hydrochloride). The yield is 42.8%. RXN SMILES: [CH3:1][C:2]1[CH:7]=[CH:6][C:5]([CH3:8])=[CH:4][C:3]=1[CH:9]1[CH2:18][C:17](=O)[C:12]2[C:13]([CH3:16])=[CH:14][O:15][C:11]=2[CH2:10]1.[C:20]([NH:23][NH2:24])([NH2:22])=[NH:21].[ClH:25].Cl>C(O)C>[ClH:25].[NH:23](/[N:24]=[C:17]1\[CH2:18][CH:9]([C:3]2[CH:4]=[C:5]([CH3:8])[CH:6]=[CH:7][C:2]=2[CH3:1])[CH2:10][C:11]2[O:15][CH:14]=[C:13]([CH3:16])[C:12]\1=2)[C:20]([NH2:22])=[NH:21] |f:1.2,5.6|. Reported procedure: To a mixture of 6-(2,5-dimethylphenyl)-3-methyl-4,5,6,7-tetrahydrobenzofuran-4-one (0.36 g) and aminoguanidine hydrochloride (157 mg) were added ethanol (28 ml) and 6N hydrochloric acid (0.12 ml), and the mixture was stirred at 90° C. for 2 hours and cooled. The reaction solution was concentrated under reduced pressure, and the residue was washed with ethanol, ethyl acetate and isopropylether, and dried to give (E)-4-guanidinoimino-6-(2,5-dimethylphenyl)-3-methyl-4,5,6,7-tetrahydrobenzofuran hyd... The reactants are O1CCOCC1 (Dioxane), ClC1=NC=C(C2=CC(=CC=C12)S(=O)(=O)N(C=1SC=CN1)CC1=C(C=C(C=C1)OC)OC)F (1-chloro-N-(2,4-dimethoxybenzyl)-4-fluoro-N-(thiazol-2-yl)isoquinoline-6-sulfonamide), COC1=C(C=CC(=C1)C(F)(F)F)B(O)O ((2-methoxy-4-(trifluoromethyl)phenyl)boronic acid), C([O-])([O-])=O.[K+].[K+] (potassium carbonate). The reagents and catalysts are C=1C=CC(=CC1)[P](C=2C=CC=CC2)(C=3C=CC=CC3)[Pd]([P](C=4C=CC=CC4)(C=5C=CC=CC5)C=6C=CC=CC6)([P](C=7C=CC=CC7)(C=8C=CC=CC8)C=9C=CC=CC9)[P](C=1C=CC=CC1)(C=1C=CC=CC1)C=1C=CC=CC1 (Pd(PPh3)4). The solvent is O (water). Run at temperature 100 celsius. The product is COC1=C(CN(S(=O)(=O)C=2C=C3C(=CN=C(C3=CC2)C2=C(C=C(C=C2)C(F)(F)F)OC)F)C=2SC=CN2)C=CC(=C1)OC (N-(2,4-dimethoxybenzyl)-4-fluoro-1-(2-methoxy-4-(trifluoromethyl)phenyl)-N-(thiazol-2-yl)isoquinoline-6-sulfonamide). As a reaction SMILES: Cl[C:2]1[C:11]2[C:6](=[CH:7][C:8]([S:12]([N:15]([CH2:21][C:22]3[CH:27]=[CH:26][C:25]([O:28][CH3:29])=[CH:24][C:23]=3[O:30][CH3:31])[C:16]3[S:17][CH:18]=[CH:19][N:20]=3)(=[O:14])=[O:13])=[CH:9][CH:10]=2)[C:5]([F:32])=[CH:4][N:3]=1.[CH3:33][O:34][C:35]1[CH:40]=[C:39]([C:41]([F:44])([F:43])[F:42])[CH:38]=[CH:37][C:36]=1B(O)O.C(=O)([O-])[O-].[K+].[K+].O1CCOCC1>C1C=CC([P]([Pd]([P](C2C=CC=CC=2)(C2C=CC=CC=2)C2C=CC=CC=2)([P](C2C=CC=CC=2)(C2C=CC=CC=2)C2C=CC=CC=2)[P](C2C=CC=CC=2)(C2C=CC=CC=2)C2C=CC=CC=2)(C2C=CC=CC=2)C2C=CC=CC=2)=CC=1.O>[CH3:31][O:30][C:23]1[CH:24]=[C:25]([O:28][CH3:29])[CH:26]=[CH:27][C:22]=1[CH2:21][N:15]([C:16]1[S:17][CH:18]=[CH:19][N:20]=1)[S:12]([C:8]1[CH:7]=[C:6]2[C:11](=[CH:10][CH:9]=1)[C:2]([C:36]1[CH:37]=[CH:38][C:39]([C:41]([F:44])([F:43])[F:42])=[CH:40][C:35]=1[O:34][CH3:33])=[N:3][CH:4]=[C:5]2[F:32])(=[O:14])=[O:13] |f:2.3.4,^1:63,65,84,103|. Procedure: A microwave vial was charged with 1-chloro-N-(2,4-dimethoxybenzyl)-4-fluoro-N-(thiazol-2-yl)isoquinoline-6-sulfonamide (Intermediate PPP; 0.041 g, 0.083 mmol), (2-methoxy-4-(trifluoromethyl)phenyl)boronic acid (0.027 g, 0.125 mmol), Pd(PPh3)4 (9.59 mg, 8.30 μmol), and potassium carbonate (0.057 g, 0.415 mmol). Dioxane (0.415 mL) and water (0.138 mL) were added, the vial was flushed with argon and sealed, and heated in a microwave reactor at 100° C. for 30 minutes. The reaction was diluted with e... The product is ClC1=CC=C(C=C1)C(C=C)(O)C=1C=NC=CC1 (1-(4-Chlorophenyl)-1-(3-pyridyl)-2-propen-1-ol). Run in O1CCCC1 (tetrahydrofuran), O (water), O1CCCC1 (tetrahydrofuran), O1CCCC1 (tetrahydrofuran). The yield is 119.7%. The reactants are ClC1=CC=C(C(=O)C=2C=NC=CC2)C=C1 (3-(4-chlorobenzoyl)pyridine), [Cl-].[NH4+] (ammonium chloride), C(=C)Br (vinylbromide), [Mg] (magnesium). Procedure details: A solution of vinylbromide (11.8 g, 110 mmol) in 40 ml tetrahydrofuran was added to a mixture of magnesium (2.79 g, 115 mmol) in 20 ml tetrahydrofuran under a nitrogen atmosphere at 50° to 60° C. After reflux for 1 h 3-(4-chlorobenzoyl)pyridine (21.8 g, 0.100 mol) in 100 ml tetrahydrofuran was added at 10° C. After stirring for 1 h a solution of 8 g ammonium chloride in 40 ml water was added and the mixture filtrated. The organic phase was dried over sodium sulphate and evaporated to give 29.4 g... Reaction SMILES: [CH:1](Br)=[CH2:2].[Mg].[Cl:5][C:6]1[CH:19]=[CH:18][C:9]([C:10]([C:12]2[CH:13]=[N:14][CH:15]=[CH:16][CH:17]=2)=[O:11])=[CH:8][CH:7]=1.[Cl-].[NH4+]>O1CCCC1.O>[Cl:5][C:6]1[CH:19]=[CH:18][C:9]([C:10]([C:12]2[CH:13]=[N:14][CH:15]=[CH:16][CH:17]=2)([OH:11])[CH:1]=[CH2:2])=[CH:8][CH:7]=1 |f:3.4|.